From a dataset of the Open Reaction Database (ORD), a public repository of structured organic reaction records. describe an organic reaction: reactants, conditions, products, and yield Starting materials: C1CSSC1CCCCC(=O)O (DL-α-lipoic acid), [Zn] (zinc), ClC(=O)OCC (ethyl chloroformate), C(C)(C)N (isopropylamine). The solvent is C(C)#N (acetonitrile), C(C)N(CC)CC (triethylamine), C(C)#N (acetonitrile). Reaction conditions: temperature -65 celsius, time 1 hour. Yields the product [Zn].SC(CCCCC(=O)NC(C)C)CCS (N-(6,8-dimercaptooctanoyl)isopropylamine zinc). RXN SMILES: [CH2:1]1[CH:5]([CH2:6][CH2:7][CH2:8][CH2:9][C:10]([OH:12])=O)[S:4][S:3][CH2:2]1.ClC(OCC)=O.[CH:19]([NH2:22])([CH3:21])[CH3:20].[Zn:23]>C(#N)C.C(N(CC)CC)C>[Zn:23].[SH:4][CH:5]([CH2:1][CH2:2][SH:3])[CH2:6][CH2:7][CH2:8][CH2:9][C:10]([NH:22][CH:19]([CH3:21])[CH3:20])=[O:12] |f:6.7|. Reported procedure: 4.2 g of DL-α-lipoic acid and 2.4 g of triethylamine were dissolved in 50 ml of acetonitrile and cooled down to −65° C. with stirring. To this was gradually added 2.4 g of ethyl chloroformate dropwise. Twenty minutes after the completion of the dropwise addition, 1.5 g of isopropylamine dissolved in 30 ml of acetonitrile was quickly added, and stirring was continued for 30 minutes and, further one hour at room temperature. The solvent was evaporated under reduced pressure, and water was added to... The reactants are CCOCC, COC(=O)C(=O)c1ccc(OCCOc2ccccc2)cc1, CCCCCC, CO, [Na+], [OH-]. Product: O=C(O)C(=O)c1ccc(OCCOc2ccccc2)cc1. Reaction SMILES: [CH2:29]([O:30][CH2:31][CH3:32])[CH3:33].[CH3:1][O:2][C:3]([C:4]([c:5]1[cH:6][cH:7][c:8]([O:11][CH2:12][CH2:13][O:14][c:15]2[cH:16][cH:17][cH:18][cH:19][cH:20]2)[cH:9][cH:10]1)=[O:21])=[O:22].[CH3:23][CH2:24][CH2:25][CH2:26][CH2:27][CH3:28].[CH3:34][OH:35].[Na+:37].[OH-:36]>>[O:2]=[C:3]([C:4]([c:5]1[cH:6][cH:7][c:8]([O:11][CH2:12][CH2:13][O:14][c:15]2[cH:16][cH:17][cH:18][cH:19][cH:20]2)[cH:9][cH:10]1)=[O:21])[OH:22]. The reactants are CC(=O)OC1C(OC(=O)c2ccccc2)C(COC(=O)c2ccccc2)OC1n1cnc2c(N)ncnc21, CC(=O)O, NN, O. Yields the product Nc1ncnc2c1ncn2C1OC(COC(=O)c2ccccc2)C(OC(=O)c2ccccc2)C1O. As a reaction SMILES: [C:1](=[O:2])([CH3:3])[O:4][CH:5]1[CH:6]([n:29]2[c:30]3[n:31][cH:32][n:33][c:34]([NH2:38])[c:35]3[n:36][cH:37]2)[O:7][CH:8]([CH2:19][O:20][C:21]([c:22]2[cH:23][cH:24][cH:25][cH:26][cH:27]2)=[O:28])[CH:9]1[O:10][C:11]([c:12]1[cH:13][cH:14][cH:15][cH:16][cH:17]1)=[O:18].[CH3:42][C:43](=[O:44])[OH:45].[NH2:40][NH2:41].[OH2:39]>>[OH:4][CH:5]1[CH:6]([n:29]2[c:30]3[n:31][cH:32][n:33][c:34]([NH2:38])[c:35]3[n:36][cH:37]2)[O:7][CH:8]([CH2:19][O:20][C:21]([c:22]2[cH:23][cH:24][cH:25][cH:26][cH:27]2)=[O:28])[CH:9]1[O:10][C:11]([c:12]1[cH:13][cH:14][cH:15][cH:16][cH:17]1)=[O:18]. The reactants are O=C1CCC(=O)N1Br, O=C(OOC(=O)c1ccccc1)c1ccccc1, ClC(Cl)(Cl)Cl, COc1ccccc1C. Product: COc1ccc(Br)cc1C. As a reaction SMILES: [Br:10][N:11]1[C:12](=[O:13])[CH2:14][CH2:15][C:16]1=[O:17].[C:18]([O:19][O:20][C:21](=[O:22])[c:23]1[cH:24][cH:25][cH:26][cH:27][cH:28]1)(=[O:29])[c:30]1[cH:31][cH:32][cH:33][cH:34][cH:35]1.[C:36]([Cl:37])([Cl:38])([Cl:39])[Cl:40].[CH3:1][c:2]1[c:3]([O:8][CH3:9])[cH:4][cH:5][cH:6][cH:7]1>>[CH3:1][c:2]1[c:3]([O:8][CH3:9])[cH:4][cH:5][c:6]([Br:10])[cH:7]1. The reactants are CC(C)(C)CN1Cc2c(ccc3[nH]ncc23)CC(CC(=O)N2CCC(N3Cc4ccccc4NC3=O)CC2)C1=O, Cl, O=c1[nH]c2ccccc2cc1C1CCNCC1. The product is CC(C)(C)CN1Cc2c(ccc3[nH]ncc23)CC(CC(=O)N2CCC(c3cc4ccccc4[nH]c3=O)CC2)C1=O. As a reaction SMILES: [CH3:19][C:20]([CH2:21][N:22]1[C:23](=[O:56])[CH:24]([CH2:36][C:37]([N:38]2[CH2:39][CH2:40][CH:41]([N:42]3[CH2:43][c:44]4[c:45]([cH:46][cH:47][cH:48][cH:49]4)[NH:50][C:51]3=[O:52])[CH2:53][CH2:54]2)=[O:55])[CH2:25][c:26]2[c:27]([c:28]3[cH:29][n:30][nH:31][c:32]3[cH:33][cH:34]2)[CH2:35]1)([CH3:57])[CH3:58].[ClH:1].[NH:2]1[CH2:3][CH2:4][CH:5]([c:8]2[c:9](=[O:18])[nH:10][c:11]3[cH:12][cH:13][cH:14][cH:15][c:16]3[cH:17]2)[CH2:6][CH2:7]1>>[N:2]1([C:37]([CH2:36][CH:24]2[C:23](=[O:56])[N:22]([CH2:21][C:20]([CH3:19])([CH3:57])[CH3:58])[CH2:35][c:27]3[c:26]([cH:34][cH:33][c:32]4[c:28]3[cH:29][n:30][nH:31]4)[CH2:25]2)=[O:55])[CH2:3][CH2:4][CH:5]([c:8]2[c:9](=[O:18])[nH:10][c:11]3[cH:12][cH:13][cH:14][cH:15][c:16]3[cH:17]2)[CH2:6][CH2:7]1. The reactants are [OH-].[Na+] (sodium hydroxide), BrC(C(=O)OCC)(C)C (ethyl 2-bromo-2-methylpropanoate), C([O-])([O-])=O.[K+].[K+] (potassium carbonate), FC1=C(C(=CC(=C1)F)F)O (2,4,6-trifluorophenol). The solvent is CN(C)C=O (DMF), O (water), C(C)O (ethanol). Run at temperature 80 celsius, time 8 hour. Product: CC(C(=O)O)(C)OC1=C(C=C(C=C1F)F)F (2-methyl-2-(2,4,6-trifluorophenoxy)propanoic acid). As a reaction SMILES: [F:1][C:2]1[CH:7]=[C:6]([F:8])[CH:5]=[C:4]([F:9])[C:3]=1[OH:10].Br[C:12]([CH3:19])([CH3:18])[C:13]([O:15]CC)=[O:14].C(=O)([O-])[O-].[K+].[K+].[OH-].[Na+]>CN(C=O)C.C(O)C.O>[CH3:18][C:12]([O:10][C:3]1[C:2]([F:1])=[CH:7][C:6]([F:8])=[CH:5][C:4]=1[F:9])([CH3:19])[C:13]([OH:15])=[O:14] |f:2.3.4,5.6|. Procedure details: 2,4,6-trifluorophenol (5.00 g) was dissolved in DMF (100 ml), ethyl 2-bromo-2-methylpropanoate (15 ml) and potassium carbonate (7.00 g) were added thereto, followed by stirring at 80° C. overnight. The reaction solution was cooled to room temperature, water was added thereto, followed by extraction with ethyl acetate. The organic layer was washed with a 1M aqueous sodium hydroxide solution and then 1M hydrochloric acid in this order, dried over anhydrous magnesium sulfate, and the solvent was ev...